describe an organic reaction: reactants, conditions, products, and yield From a dataset of the Open Reaction Database (ORD), a public repository of structured organic reaction records. Reactants: CCc1nc2cc3c(cc2[n+]([O-])n1)CC(CCN1CCOCC1)C3, Cl, Nc1cc2c(cc1[N+](=O)[O-])CCC2. Product: CCc1n[n+]([O-])c2cc3c(cc2[n+]1[O-])CC(CCN1CCOCC1)C3. As a reaction SMILES: [CH2:1]([CH3:2])[c:3]1[n:4][n+:5]([O-:24])[c:6]2[c:7]([n:8]1)[cH:9][c:10]1[c:14]([cH:15]2)[CH2:13][CH:12]([CH2:16][CH2:17][N:18]2[CH2:19][CH2:20][O:21][CH2:22][CH2:23]2)[CH2:11]1.[ClH:25].[N+:26](=[O:27])([c:28]1[cH:29][c:30]2[c:31]([cH:35][c:36]1[NH2:37])[CH2:32][CH2:33][CH2:34]2)[O-:38]>>[CH2:1]([CH3:2])[c:3]1[n:4][n+:5]([O-:24])[c:6]2[c:7]([n+:8]1[O-:27])[cH:9][c:10]1[c:14]([cH:15]2)[CH2:13][CH:12]([CH2:16][CH2:17][N:18]2[CH2:19][CH2:20][O:21][CH2:22][CH2:23]2)[CH2:11]1. Starting materials: COC(C)(C)OC, Cc1ccc(S(=O)(=O)O)cc1, Cc1ccccc1, N#CCc1ccc(O)c(O)c1. The product is CC1(C)Oc2ccc(CC#N)cc2O1. Reaction SMILES: [CH3:12][O:13][C:14]([CH3:15])([CH3:16])[O:17][CH3:18].[CH3:19][c:20]1[cH:21][cH:22][c:23]([S:24]([OH:25])(=[O:26])=[O:27])[cH:28][cH:29]1.[CH3:30][c:31]1[cH:32][cH:33][cH:34][cH:35][cH:36]1.[OH:1][c:2]1[cH:3][c:4]([CH2:9][C:10]#[N:11])[cH:5][cH:6][c:7]1[OH:8]>>[O:1]1[c:2]2[cH:3][c:4]([CH2:9][C:10]#[N:11])[cH:5][cH:6][c:7]2[O:8][C:14]1([CH3:15])[CH3:16]. Starting materials: C(C)(=O)O.N1(CCNCC1)C=1C(C=CC=CC1)=O (2-(1-piperazinyl)-2,4,6-cycloheptatrien-1-one acetate), ClCC#N (chloroacetonitrile), C([O-])([O-])=O.[K+].[K+] (potassium carbonate). Run in C(C)#N (acetonitrile). Conditions: time 16 hour. Yields the product O=C1C(=CC=CC=C1)N1CCN(CC1)CC#N (4-(2-Oxo-3,5,7-cycloheptatrien-1-yl)-1-piperazine-acetonitrile). The yield is 20.7%. As a reaction SMILES: C(O)(=O)C.[N:5]1([C:11]2[C:12](=[O:18])[CH:13]=[CH:14][CH:15]=[CH:16][CH:17]=2)[CH2:10][CH2:9][NH:8][CH2:7][CH2:6]1.Cl[CH2:20][C:21]#[N:22].C(=O)([O-])[O-].[K+].[K+]>C(#N)C>[O:18]=[C:12]1[CH:13]=[CH:14][CH:15]=[CH:16][CH:17]=[C:11]1[N:5]1[CH2:6][CH2:7][N:8]([CH2:20][C:21]#[N:22])[CH2:9][CH2:10]1 |f:0.1,3.4.5|. Procedure: A mixture of 2-(1-piperazinyl)-2,4,6-cycloheptatrien-1-one acetate (10.0 g, described in Example 2), chloroacetonitrile (13.2 g) and potassium carbonate (14.5 g) in acetonitrile (110 ml) was stirred at room temperature for 16 hr, and filtered. The filtrate was evaporated. The residue was chromatographed on silica gel (300 g) using ethyl acetate-acetone (4:1) give 1.9 g of the title compound, which was then crystallized from acetone-diethyl ether: mp 133°-135° C.; ir(CHCl3) 2230 and 1565 cm-1 ; u... Reactants: [Na] (sodium), [OH-].[K+] (potassium hydroxide), BrCCC(CCCC1=CC(=CC=C1)OC)=O (1-bromo-6-(m-methoxyphenyl)hexan-3-one), CC1C(CCC1=O)=O (2-methylcyclopentane-1,3-dione). Product: COC=1C=C(C=CC1)CCCC(CCC1(C(CCC1=O)=O)C)=O (2-(6-m-Methoxyphenyl-3-oxohexyl)-2-methylcyclopentane-1,3-dione). RXN SMILES: [Na].[OH-].[K+].Br[CH2:5][CH2:6][C:7](=[O:19])[CH2:8][CH2:9][CH2:10][C:11]1[CH:16]=[CH:15][CH:14]=[C:13]([O:17][CH3:18])[CH:12]=1.[CH3:20][CH:21]1[C:25](=[O:26])[CH2:24][CH2:23][C:22]1=[O:27]>>[CH3:18][O:17][C:13]1[CH:12]=[C:11]([CH2:10][CH2:9][CH2:8][C:7](=[O:19])[CH2:6][CH2:5][C:21]2([CH3:20])[C:25](=[O:26])[CH2:24][CH2:23][C:22]2=[O:27])[CH:16]=[CH:15][CH:14]=1 |f:1.2,^1:0|. Procedure details: Add sodium (0.05 g) to a 0.12% methanolic potassium hydroxide solution (15 cc). To this solution add 1-bromo-6-(m-methoxyphenyl)hexan-3-one (0.9 g) in methaol (5 cc) and 2-methylcyclopentane-1,3-dione (0.4 g), and reflux the mixture for 6 hours. After working up as in the preparation of the title compound in a previous example, obtain the crude Michael adduct 2-(6-m-methoxyphenyl-3-oxohexyl)-2-methylcyclopentane-1,3-dione as a yellow gum. Starting materials: Br.FC1=C(C=CC=C1)C1=NN(C(C=C1)=N)CC(=O)OC (methyl 2-(3-(2-fluorophenyl)-6-iminopyridazin-1(6H)-yl)acetate hydrobromide), O=P(Cl)(Cl)Cl (POCl3). The solvent is ClC1=CC=CC=C1 (chlorobenzene). Reaction conditions: temperature 120 celsius. Yields the product ClC=1N=C2N(N=C(C=C2)C2=C(C=CC=C2)F)C1 (2-chloro-6-(2-fluorophenyl)imidazo[1,2-b]pyridazine). Isolated yield 85.5%. Reaction SMILES: Br.[F:2][C:3]1[CH:8]=[CH:7][CH:6]=[CH:5][C:4]=1[C:9]1[CH:14]=[CH:13][C:12](=[NH:15])[N:11]([CH2:16][C:17](OC)=O)[N:10]=1.O=P(Cl)(Cl)[Cl:23]>ClC1C=CC=CC=1>[Cl:23][C:17]1[N:15]=[C:12]2[CH:13]=[CH:14][C:9]([C:4]3[CH:5]=[CH:6][CH:7]=[CH:8][C:3]=3[F:2])=[N:10][N:11]2[CH:16]=1 |f:0.1|. Reported procedure: To a solution of methyl 2-(3-(2-fluorophenyl)-6-iminopyridazin-1(6H)-yl)acetate hydrobromide (0.5 g, 1.46 mmol) in chlorobenzene (20 mL) is added POCl3 (7.30 mmol). The reaction mixture is heated at 120° C. for 4 hours, cooled, concentrated under reduced pressure to dryness and sat. aqueous NaHCO3 (25 mL) is added. The mixture is extracted with CH2Cl2 (3×20 mL). Organic layer is collected, dried over Na2SO4, filtered and concentrated to dryness. The crude product is purified via silica chromatog... The reactants are BrC=1C=CC=2OCCC3=C(C2N1)SC=C3 (2-bromo-6,7-dihydropyrido[3,2-b]thieno[2,3-d]oxepine), C(=O)(OC(C)(C)C)NCC1=CC=C(C=C1)B(O)O (4-(N-Boc-aminomethyl)-phenylboronic acid). Product: N1=CC=CC=2OCCC3=C(C21)SC(=C3)C3=CC=C(CNC(OC(C)(C)C)=O)C=C3 (tert-butyl 4-(6,7-dihydropyrido[3,2-b]thieno[2,3-d]oxepin-9-yl)benzylcarbamate). Reaction SMILES: Br[C:2]1[CH:3]=[CH:4][C:5]2[O:6][CH2:7][CH2:8][C:9]3[CH:15]=[CH:14][S:13][C:10]=3[C:11]=2[N:12]=1.[C:16]([NH:23][CH2:24][C:25]1[CH:30]=[CH:29][C:28](B(O)O)=[CH:27][CH:26]=1)([O:18][C:19]([CH3:22])([CH3:21])[CH3:20])=[O:17]>>[N:12]1[C:11]2[C:10]3[S:13][C:14]([C:28]4[CH:29]=[CH:30][C:25]([CH2:24][NH:23][C:16](=[O:17])[O:18][C:19]([CH3:20])([CH3:21])[CH3:22])=[CH:26][CH:27]=4)=[CH:15][C:9]=3[CH2:8][CH2:7][O:6][C:5]=2[CH:4]=[CH:3][CH:2]=1. Procedure details: Following Scheme 5, 2-bromo-6,7-dihydropyrido[3,2-b]thieno[2,3-d]oxepine and 4-(N-Boc-aminomethyl)-phenylboronic acid were reacted to give tert-butyl 4-(6,7-dihydropyrido[3,2-b]thieno[2,3-d]oxepin-9-yl)benzylcarbamate. MS: (ESI+)=409.1. Hydrogen chloride in dioxane (4 ml, 4 N) was added to a solution of 67 mg (0.16 mmol) of tert-butyl 4-(6,7-dihydropyrido[3,2-b]thieno[2,3-d]oxepin-9-yl)benzylcarbamate in 6 ml of methylene chloride and the mixture was stirred for 2 hours. The precipitate was coll... The reactants are IC1=CC=C(C=C1)NC1=NC=CC=N1 (N-(4-iodophenyl)pyrimidin-2-amine), C(CC)Br (propyl bromide), [H-].[Na+] (sodium hydride). Product: IC1=CC=C(C=C1)N(C1=NC=CC=N1)CCC (N-(4-iodophenyl)-N-propylpyrimidin-2-amine). As a reaction SMILES: [I:1][C:2]1[CH:7]=[CH:6][C:5]([NH:8][C:9]2[N:14]=[CH:13][CH:12]=[CH:11][N:10]=2)=[CH:4][CH:3]=1.[CH2:15](Br)[CH2:16][CH3:17].[H-].[Na+]>>[I:1][C:2]1[CH:3]=[CH:4][C:5]([N:8]([CH2:15][CH2:16][CH3:17])[C:9]2[N:10]=[CH:11][CH:12]=[CH:13][N:14]=2)=[CH:6][CH:7]=1 |f:2.3|. Procedure details: In the same manner as in Reference Example 13, N-(4-iodophenyl)pyrimidin-2-amine (300 mg) and propyl bromide (0.11 ml) were reacted in the presence of sodium hydride to obtain N-(4-iodophenyl)-N-propylpyrimidin-2-amine (348 mg).